This data is from the Open Reaction Database (ORD), a public repository of structured organic reaction records. The task is: describe an organic reaction: reactants, conditions, products, and yield Reactants: OCC1=CC=C(C#N)C=C1 (4-(hydroxymethyl)benzonitrile), NO (hydroxylamine). Solvent: CCO (EtOH). Reaction conditions: temperature 74 celsius. Product: ON=C(N)C1=CC=C(C=C1)CO (N′-hydroxy-4-(hydroxymethyl)benzenecarboximidamide). The yield is 94.9%. As a reaction SMILES: [OH:1][CH2:2][C:3]1[CH:10]=[CH:9][C:6]([C:7]#[N:8])=[CH:5][CH:4]=1.[NH2:11][OH:12]>CCO>[OH:12][N:11]=[C:7]([C:6]1[CH:9]=[CH:10][C:3]([CH2:2][OH:1])=[CH:4][CH:5]=1)[NH2:8]. Reported procedure: To a solution of 4-(hydroxymethyl)benzonitrile (11.05 g; 83.08 mmol) in EtOH (100 mL) was added hydroxylamine (27.4 mL; 415 mmol) (50% in water) and the mixture was heated to 74° C. for 16 hours. The mixture was poured into a crystallizing dish and the solvent were evaporated. The residue was washed with copious amounts of EtOAc, dry MeOH and dry MeCN which was filtered through a hydrophobic frit and the solvent removed in vacuo to give the title compound as a white solid (13.1 g, 95%). 1H NMR (... Starting materials: solution, BrBr (Br2), COC1=CC=C(C=C1)NC=1SC=CN1 ((4-methoxy-phenyl)-thiazol-2-yl-amine). Run in CN(C)C=O (DMF), CN(C)C=O (DMF). Reaction conditions: temperature 25 celsius, time 20 minute. The product is BrC1=CN=C(S1)NC1=CC=C(C=C1)OC ((5-Bromo-thiazol-2-yl)-(4-methoxy-phenyl)-amine). RXN SMILES: [Br:1]Br.[CH3:3][O:4][C:5]1[CH:10]=[CH:9][C:8]([NH:11][C:12]2[S:13][CH:14]=[CH:15][N:16]=2)=[CH:7][CH:6]=1>CN(C=O)C>[Br:1][C:14]1[S:13][C:12]([NH:11][C:8]2[CH:7]=[CH:6][C:5]([O:4][CH3:3])=[CH:10][CH:9]=2)=[N:16][CH:15]=1. Procedure: A 1 M solution of Br2 in DMF (12.9 mL, 13.2 mmol) is added dropwise to a solution of (4-methoxy-phenyl)-thiazol-2-yl-amine (2.72 g, 13.2 mmol) in DMF (40 mL), under an argon atmosphere. During the addition, the internal temperature of the reaction mixture is kept below 26° C. The mixture is stirred for 20 min at 25° C. and concentrated in vacuo. Purification of the crude product by silica gel (250 g) column chromatography (CH2Cl2/MeOH, 99/1) affords the title compound: ES-MS: 287.0 [M+H]+; singl... Reactants: [Al+3], [Cl-], [Cl-], [Cl-], COC(=O)C(C)(C)Cc1c(SC(C)(C)C)c2cc(OCc3ccc4ccccc4n3)ccc2n1Cc1ccc(Cl)cc1, ClCCl. The product is COC(=O)C(C)(C)Cc1cc2cc(OCc3ccc4ccccc4n3)ccc2n1Cc1ccc(Cl)cc1. As a reaction SMILES: [Al+3:44].[Cl-:43].[Cl-:45].[Cl-:46].[Cl:1][c:2]1[cH:3][cH:4][c:5]([CH2:6][n:7]2[c:8]([CH2:33][C:34]([C:35](=[O:36])[O:37][CH3:38])([CH3:39])[CH3:40])[c:9]([S:28][C:29]([CH3:30])([CH3:31])[CH3:32])[c:10]3[cH:11][c:12]([O:16][CH2:17][c:18]4[n:19][c:20]5[cH:21][cH:22][cH:23][cH:24][c:25]5[cH:26][cH:27]4)[cH:13][cH:14][c:15]23)[cH:41][cH:42]1.[Cl:47][CH2:48][Cl:49]>>[Cl:1][c:2]1[cH:3][cH:4][c:5]([CH2:6][n:7]2[c:8]([CH2:33][C:34]([C:35](=[O:36])[O:37][CH3:38])([CH3:39])[CH3:40])[cH:9][c:10]3[cH:11][c:12]([O:16][CH2:17][c:18]4[n:19][c:20]5[cH:21][cH:22][cH:23][cH:24][c:25]5[cH:26][cH:27]4)[cH:13][cH:14][c:15]23)[cH:41][cH:42]1. The reactants are C1CCOC1, COC(=O)c1ccc(C=CC(=O)OC(C)(C)C)c(C)c1, [Li+], [OH-], O, O. Yields the product Cc1cc(C(=O)O)ccc1C=CC(=O)OC(C)(C)C. As a reaction SMILES: [CH2:24]1[O:25][CH2:26][CH2:27][CH2:28]1.[CH3:4][O:5][C:6]([c:7]1[cH:8][c:9]([CH3:22])[c:10]([CH:13]=[CH:14][C:15](=[O:16])[O:17][C:18]([CH3:19])([CH3:20])[CH3:21])[cH:11][cH:12]1)=[O:23].[Li+:3].[OH-:2].[OH2:1].[OH2:29]>>[O:5]=[C:6]([c:7]1[cH:8][c:9]([CH3:22])[c:10]([CH:13]=[CH:14][C:15](=[O:16])[O:17][C:18]([CH3:19])([CH3:20])[CH3:21])[cH:11][cH:12]1)[OH:23]. Reactants: CC(C)(C)[O-].[K+] (t-BuOK), NC1=CC=C(C=C1)O (4-aminophenol), ClC=1C=NC=C(C1Cl)Cl (3,4,5-trichloropyridine). The solvent is C(C)(=O)OCC (ethyl acetate), CN(C)C=O (DMF). Run at temperature 80 celsius. Yields the product ClC=1C=NC=C(C1OC1=CC=C(C=C1)N)Cl (4-(3,5-Dichloropyridin-4-yloxy)benzenamine). RXN SMILES: [NH2:1][C:2]1[CH:7]=[CH:6][C:5]([OH:8])=[CH:4][CH:3]=1.CC([O-])(C)C.[K+].[Cl:15][C:16]1[CH:17]=[N:18][CH:19]=[C:20]([Cl:23])[C:21]=1Cl>CN(C=O)C.C(OCC)(=O)C>[Cl:15][C:16]1[CH:17]=[N:18][CH:19]=[C:20]([Cl:23])[C:21]=1[O:8][C:5]1[CH:6]=[CH:7][C:2]([NH2:1])=[CH:3][CH:4]=1 |f:1.2|. Procedure: To a vial containing 4-aminophenol (2.185 g, 20.0 mmol, 1 equiv.) in 60 mL DMF was added t-BuOK (2.468 g, 22.0 mmol, 1.1 equiv.) followed by 3,4,5-trichloropyridine (3.653 g, 20.0 mmol, 1 equiv.). The flask was fitted with a condenser and the mixture was stirred at 80° C. under nitrogen. After the reaction mixture was cooled, diluted with ethyl acetate (600 mL) and washed with water (3×150 mL) and brine. The organic layer was dried over Na2SO4, filtered and solvent was removed under vacuum. The ... Procedure: The title compound was prepared by reacting 6-(2-(benzo[d]thiazol-2-yl)phenoxy)-5-chloropyridin-3-amine (obtained as per procedure described in preparation 4) and 4-methoxybenzene-1-sulfonyl chloride. Reaction SMILES: [S:1]1[C:5]2[CH:6]=[CH:7][CH:8]=[CH:9][C:4]=2[N:3]=[C:2]1[C:10]1[CH:24]=[CH:23][CH:22]=[CH:21][C:11]=1[O:12][C:13]1[N:18]=[CH:17][C:16]([NH2:19])=[CH:15][C:14]=1[Cl:20].[CH3:25][O:26][C:27]1[CH:32]=[CH:31][C:30]([S:33](Cl)(=[O:35])=[O:34])=[CH:29][CH:28]=1>>[S:1]1[C:5]2[CH:6]=[CH:7][CH:8]=[CH:9][C:4]=2[N:3]=[C:2]1[C:10]1[CH:24]=[CH:23][CH:22]=[CH:21][C:11]=1[O:12][C:13]1[N:18]=[CH:17][C:16]([NH:19][S:33]([C:30]2[CH:29]=[CH:28][C:27]([O:26][CH3:25])=[CH:32][CH:31]=2)(=[O:35])=[O:34])=[CH:15][C:14]=1[Cl:20]. The product is S1C(=NC2=C1C=CC=C2)C2=C(OC1=C(C=C(C=N1)NS(=O)(=O)C1=CC=C(C=C1)OC)Cl)C=CC=C2 (N-(6-(2-(Benzo[d]thiazol-2-yl)phenoxy)-5-chloropyridin-3-yl)-4-methoxybenzene-sulfonamide). Reactants: S1C(=NC2=C1C=CC=C2)C2=C(OC1=C(C=C(C=N1)N)Cl)C=CC=C2 (6-(2-(benzo[d]thiazol-2-yl)phenoxy)-5-chloropyridin-3-amine), COC1=CC=C(C=C1)S(=O)(=O)Cl (4-methoxybenzene-1-sulfonyl chloride). Yield: 57.5%. Reactants: C(C)N(C(C)C)C(C)C (N-ethyl-N-isopropylpropan-2-amine), ClC=1C=C2C(=C(C(C(C2=CC1Cl)(C)C)=O)C(=O)OCC)O (Ethyl 6,7-dichloro-4-hydroxy-1,1-dimethyl-2-oxo-naphthalene-3-carboxylate), Cl.NCC(=O)OC(C)(C)C (tert-Butyl 2-aminoacetate hydrochloride). As a reaction SMILES: [Cl:1][C:2]1[CH:3]=[C:4]2[C:9](=[CH:10][C:11]=1[Cl:12])[C:8]([CH3:14])([CH3:13])[C:7](=[O:15])[C:6]([C:16](OCC)=[O:17])=[C:5]2[OH:21].C(N(C(C)C)C(C)C)C.Cl.[NH2:32][CH2:33][C:34]([O:36][C:37]([CH3:40])([CH3:39])[CH3:38])=[O:35]>O1CCOCC1.CCOC(C)=O>[Cl:1][C:2]1[CH:3]=[C:4]2[C:9](=[CH:10][C:11]=1[Cl:12])[C:8]([CH3:13])([CH3:14])[C:7](=[O:15])[C:6]([C:16]([NH:32][CH2:33][C:34]([O:36][C:37]([CH3:40])([CH3:39])[CH3:38])=[O:35])=[O:17])=[C:5]2[OH:21] |f:2.3|. Solvent: CCOC(=O)C (EtOAc), O1CCOCC1 (1,4-dioxane). Product: ClC=1C=C2C(=C(C(C(C2=CC1Cl)(C)C)=O)C(=O)NCC(=O)OC(C)(C)C)O (1,1-Dimethylethyl N-((6,7-dichloro-4-hydroxy-1,1-dimethyl-2-oxo-naphthalen-3-yl)carbonyl)glycinate). Run at temperature 80 celsius, time 4 hour. Procedure details: Ethyl 6,7-dichloro-4-hydroxy-1,1-dimethyl-2-oxo-naphthalene-3-carboxylate (325 mg, 987 μmol) was dissolved in 1,4-dioxane (987 μL) and N-ethyl-N-isopropylpropan-2-amine (516 μL, 2962 μmol). tert-Butyl 2-aminoacetate hydrochloride (248 mg, 1481 μmol) was added, and the reaction was stirred at 80° C. for 4 hours. The reaction mixture was then diluted with 100 mL of EtOAc, added to a separatory funnel, partitioned with NaHCO3 (saturated, aqueous), washed 2 times with 20 mL of NaHCO3 (saturated, aqu... Reaction SMILES: Cl[C:2]1[C:7]([N+:8]([O-:10])=[O:9])=[CH:6][CH:5]=[C:4]([Cl:11])[N:3]=1.CCO.O.[NH3:16]>>[Cl:11][C:4]1[N:3]=[C:2]([NH2:16])[C:7]([N+:8]([O-:10])=[O:9])=[CH:6][CH:5]=1. Procedure: 2,6-Dichloro-3-nitropyridine 90 (10.0 g, 51.8 mmol) was dissolved in 37 ml of a 7N solution of NH3 in EtOH (0.26 mol, 5.0 eqv) and the solution was stirred at rt for 24 h. H2O (40 ml) was added and the resulting mixture was filtered to collect the crude yellow product. The solid material was dissolved in CH2Cl2 and then extracted with a 1N HCl solution. The aqueous extracts were combined and then neutralized with NaHCO3 before being re-extracted with CH2Cl2. The organic fractions were combined, ... Solvent: solution. The yield is 89.0%. Reactants: ClC1=NC(=CC=C1[N+](=O)[O-])Cl (2,6-Dichloro-3-nitropyridine), CCO (EtOH), N (NH3), O (H2O). Product: ClC1=CC=C(C(=N1)N)[N+](=O)[O-] (6-Chloro-3-nitro-2-pyridinamine). Run at time 24 hour.